From a dataset of the Open Reaction Database (ORD), a public repository of structured organic reaction records. describe an organic reaction: reactants, conditions, products, and yield Starting materials: [I-].C(CCC)[N+]1=C(SC(=C1C)C)C (3-butyl-2,4,5-trimethylthiazol-3-ium iodide), TEA, FC=1C=CC(=C(C(=O)Cl)C1)C (5-fluoro-2-methylbenzoyl chloride). The reagents and catalysts are CN(C)C=1C=CN=CC1 (DMAP). Run at time 8 hour. Product: C(CCC)N1/C(/SC(=C1C)C)=C/C(=O)C1=C(C=CC(=C1)F)C ((2Z)-2-(3-butyl-4,5-dimethyl-1,3-thiazol-2(3H)-ylidene)-1-(5-fluoro-2-methylphenyl)ethanone). RXN SMILES: [I-].[CH2:2]([N+:6]1[C:10]([CH3:11])=[C:9]([CH3:12])[S:8][C:7]=1[CH3:13])[CH2:3][CH2:4][CH3:5].[F:14][C:15]1[CH:16]=[CH:17][C:18]([CH3:24])=[C:19]([CH:23]=1)[C:20](Cl)=[O:21]>CN(C1C=CN=CC=1)C>[CH2:2]([N:6]1[C:10]([CH3:11])=[C:9]([CH3:12])[S:8]/[C:7]/1=[CH:13]\[C:20]([C:19]1[CH:23]=[C:15]([F:14])[CH:16]=[CH:17][C:18]=1[CH3:24])=[O:21])[CH2:3][CH2:4][CH3:5] |f:0.1|. Procedure: In a 20 mL vial 3-butyl-2,4,5-trimethylthiazol-3-ium iodide (48 mg in 0.5 mL DMA, 0.16 mmol, 1 equiv.) was added, followed by TEA (38 mg in 0.5 mL DMA, 0.37 mmol, 2.4 equiv.) and the solution went black. DMAP (2 mg in 0.5 mL DMA, 0.016 mmol, 0.1 equiv) was added next, followed by 5-fluoro-2-methylbenzoyl chloride (0.9 mL of 0.2M in DMA, 1.2 equiv). The mixture was shaken overnight at room temperature and then concentrated in vacuo. The resulting residue was taken up in 1:1 DMSO/MeOH and purified... The yield is 53.6%. Solvent: N1=CC=CC=C1 (pyridine), C(Cl)(Cl)Cl (chloroform). Product: O1C(=CC=C1)CCOS(=O)(=O)C1=CC=C(C=C1)C (toluene-4-sulfonic acid 2-furan-2-yl-ethyl ester). Run at temperature 60 celsius. Reported procedure: To a stirred solution of 2-furan-2-yl-ethanol (1.6 g, 14.0 mmol) in a mixture of pyridine (5 mL) and chloroform (15 mL) was added para-toluenesulfonyl chloride (5.5 g, 28.0 mmol) and heated at 60° C. for 3 hrs. The reaction was cooled and concentrated in vacuo. The residue was dissolved in ethyl acetate and washed with water, sat. sodium bicarbonate solution and dried over anhydrous sodium sulfate. The filtrate was concentrated, and the crude compound purified by column chromatography over silic... The reactants are O1C(=CC=C1)CCO (2-furan-2-yl-ethanol), C1(=CC=C(C=C1)S(=O)(=O)Cl)C (para-toluenesulfonyl chloride). Reaction SMILES: [O:1]1[CH:5]=[CH:4][CH:3]=[C:2]1[CH2:6][CH2:7][OH:8].[C:9]1([CH3:19])[CH:14]=[CH:13][C:12]([S:15](Cl)(=[O:17])=[O:16])=[CH:11][CH:10]=1>N1C=CC=CC=1.C(Cl)(Cl)Cl>[O:1]1[CH:5]=[CH:4][CH:3]=[C:2]1[CH2:6][CH2:7][O:8][S:15]([C:12]1[CH:13]=[CH:14][C:9]([CH3:19])=[CH:10][CH:11]=1)(=[O:17])=[O:16]. Starting materials: C(C)OC(=O)C=1SC2=C(C1)C=CC(=C2)CC(=O)O ([2-(ethoxycarbonyl)-1-benzothien-6-yl]acetic acid), COC1=CC=C(C(=O)NN)C=C1 (4-methoxybenzohydrazide), [Cl-].C(C)N=C=NCCC[NH+](C)C (3-{[(ethylimino)methylene]amino}-N,N-dimethylpropane-1-aminium chloride). Run in CN(C)C=O (DMF). Run at time 12 hour. The product is COC1=CC=C(C(=O)NNC(CC2=CC3=C(C=C(S3)C(=O)OCC)C=C2)=O)C=C1 (Ethyl 6-{2-[2-(4-methoxybenzoyl)hydrazino]-2-oxoethyl}-1-benzothiophene-2-carboxylate). Isolated yield 49.8%. Reaction SMILES: [CH2:1]([O:3][C:4]([C:6]1[S:7][C:8]2[CH:14]=[C:13]([CH2:15][C:16]([OH:18])=O)[CH:12]=[CH:11][C:9]=2[CH:10]=1)=[O:5])[CH3:2].[CH3:19][O:20][C:21]1[CH:30]=[CH:29][C:24]([C:25]([NH:27][NH2:28])=[O:26])=[CH:23][CH:22]=1.[Cl-].C(N=C=NCCC[NH+](C)C)C>CN(C=O)C>[CH3:19][O:20][C:21]1[CH:22]=[CH:23][C:24]([C:25]([NH:27][NH:28][C:16](=[O:18])[CH2:15][C:13]2[CH:12]=[CH:11][C:9]3[CH:10]=[C:6]([C:4]([O:3][CH2:1][CH3:2])=[O:5])[S:7][C:8]=3[CH:14]=2)=[O:26])=[CH:29][CH:30]=1 |f:2.3|. Procedure: To a solution of [2-(ethoxycarbonyl)-1-benzothien-6-yl]acetic acid (100 mg, 0.38 mmol) and 4-methoxybenzohydrazide (63 mg, 0.38 mmol) in 2 mL DMF was added 3-{[(ethylimino)methylene]amino}-N,N-dimethylpropane-1-aminium chloride (91 mg, 0.47 mmol). The reaction was stirred at ambient temperature for 12 hours. The reaction mixture was loaded directly onto a reverse phase C18 column for purification to give 78 mg (49%) of the title compound as a white solid. LC/MS (EI): cal'd 413.1 (MH+), exp 413.1... The reactants are C(#N)C1=CC=C(C=C1)O (4-cyanophenol), C([O-])([O-])=O.[K+].[K+] (potassium carbonate), BrCCBr (1,2-dibromoethane), C(C)(C)N (isopropylamine). Yields the product CC(C)NCCOC1=CC=C(C#N)C=C1 (4-[2-[(1-Methylethyl)amino]ethoxy]benzonitrile). RXN SMILES: [C:1]([C:3]1[CH:8]=[CH:7][C:6]([OH:9])=[CH:5][CH:4]=1)#[N:2].C(=O)([O-])[O-].[K+].[K+].Br[CH2:17][CH2:18]Br.[CH:20]([NH2:23])([CH3:22])[CH3:21]>>[CH3:21][CH:20]([NH:23][CH2:17][CH2:18][O:9][C:6]1[CH:7]=[CH:8][C:3]([C:1]#[N:2])=[CH:4][CH:5]=1)[CH3:22] |f:1.2.3|. Reported procedure: Following the procedure of Preparation 46, 4-cyanophenol, potassium carbonate and excess 1,2-dibromoethane was reacted and the product thereof is reacted with isopropylamine to give the title compound.